This data is from the Open Reaction Database (ORD), a public repository of structured organic reaction records. The task is: describe an organic reaction: reactants, conditions, products, and yield Starting materials: ClC1=CC=C2C(=C1)NC(C21C(NC(CC1C1=C(C=CC(=C1)Cl)OCC(C)(C)C(=O)OC)=O)C(=C)C)=O (racemic (2′R,3R,4′S)-6-chloro-4′-[5-chloro-2-(2-methoxycarbonyl-2-methyl-propoxy)-phenyl]-2′-isopropenylspiro[3H-indole-3,3′-piperidine]-2,6′(1H)-dione), [OH-].[Na+] (NaOH), O (H2O). Solvent: CO (MeOH). Reaction conditions: temperature 80 celsius. Yields the product ClC1=CC=C2C(=C1)NC(C21C(NC(CC1C1=C(C=CC(=C1)Cl)OCC(C)(C)C(=O)O)=O)C(=C)C)=O (racemic (2′R,3R,4′S)-6-chloro-4′-[5-chloro-2-(2-hydroxycarbonyl-2-methyl-propoxy)-phenyl]-2′-isopropenylspiro[3H-indole-3,3′-piperidine]-2,6′(1H)-dione). Yield: 77.0%. Reaction SMILES: [Cl:1][C:2]1[CH:7]=[C:6]2[NH:8][C:9](=[O:36])[C:10]3([CH:15]([C:16]4[CH:21]=[C:20]([Cl:22])[CH:19]=[CH:18][C:17]=4[O:23][CH2:24][C:25]([C:28]([O:30]C)=[O:29])([CH3:27])[CH3:26])[CH2:14][C:13](=[O:32])[NH:12][CH:11]3[C:33]([CH3:35])=[CH2:34])[C:5]2=[CH:4][CH:3]=1.[OH-].[Na+].O>CO>[Cl:1][C:2]1[CH:7]=[C:6]2[NH:8][C:9](=[O:36])[C:10]3([CH:15]([C:16]4[CH:21]=[C:20]([Cl:22])[CH:19]=[CH:18][C:17]=4[O:23][CH2:24][C:25]([C:28]([OH:30])=[O:29])([CH3:27])[CH3:26])[CH2:14][C:13](=[O:32])[NH:12][CH:11]3[C:33]([CH3:35])=[CH2:34])[C:5]2=[CH:4][CH:3]=1 |f:1.2|. Procedure: A mixture of racemic (2′R,3R,4′S)-6-chloro-4′-[5-chloro-2-(2-methoxycarbonyl-2-methyl-propoxy)-phenyl]-2′-isopropenylspiro[3H-indole-3,3′-piperidine]-2,6′(1H)-dione (20 mg), NaOH (80 mg), H2O (5 mL) and MeOH (1 mL) was heated at 80° C. for 2 h. Then the mixture was concentrated. The remaining aqueous solution was acidified by concentrated aqueous HCl solution (1.5 mL). The white precipitate was collected by filtration to give title compound (15 mg).